This data is from the Open Reaction Database (ORD), a public repository of structured organic reaction records. The task is: describe an organic reaction: reactants, conditions, products, and yield The reactants are ClC1=CC2=C(C=N1)C(=NN2C(C2=CC=CC=C2)(C2=CC=CC=C2)C2=CC=CC=C2)OCCOC (6-chloro-3-(2-methoxyethoxy)-1-trityl-1H-pyrazolo[4,3-c]pyridine), C[Si](C)(C)[N-][Si](C)(C)C.[Li+] (lithium bis(trimethylsilyl)amide). The reagents and catalysts are CC(C)(C)OC.COC1=C(C(=CC=C1)OC)C2=CC=CC=C2P(C3CCCCC3)C4CCCCC4.C1=CC=C([C-]=C1)CCN.Cl[Pd+] (SPHOS Palladacycle). Run at temperature 60 celsius, time 2 hour. Yields the product COCCOC1=NN(C2=C1C=NC(=C2)N)C(C2=CC=CC=C2)(C2=CC=CC=C2)C2=CC=CC=C2 (3-(2-methoxyethoxy)-1-trityl-1H-pyrazolo[4,3-c]pyridin-6-amine). Yield: 90.1%. Reaction SMILES: Cl[C:2]1[N:7]=[CH:6][C:5]2[C:8]([O:30][CH2:31][CH2:32][O:33][CH3:34])=[N:9][N:10]([C:11]([C:24]3[CH:29]=[CH:28][CH:27]=[CH:26][CH:25]=3)([C:18]3[CH:23]=[CH:22][CH:21]=[CH:20][CH:19]=3)[C:12]3[CH:17]=[CH:16][CH:15]=[CH:14][CH:13]=3)[C:4]=2[CH:3]=1.C[Si]([N-:39][Si](C)(C)C)(C)C.[Li+]>CC(OC)(C)C.COC1C=CC=C(OC)C=1C1C(P(C2CCCCC2)C2CCCCC2)=CC=CC=1.C1C=[C-]C(CCN)=CC=1.Cl[Pd+]>[CH3:34][O:33][CH2:32][CH2:31][O:30][C:8]1[C:5]2[CH:6]=[N:7][C:2]([NH2:39])=[CH:3][C:4]=2[N:10]([C:11]([C:18]2[CH:19]=[CH:20][CH:21]=[CH:22][CH:23]=2)([C:24]2[CH:25]=[CH:26][CH:27]=[CH:28][CH:29]=2)[C:12]2[CH:13]=[CH:14][CH:15]=[CH:16][CH:17]=2)[N:9]=1 |f:1.2,3.4.5.6|. Procedure: 6-chloro-3-(2-methoxyethoxy)-1-trityl-1H-pyrazolo[4,3-c]pyridine (500 mg, 1.064 mmol) and SPHOS Palladacycle (162 mg, 0.213 mmol) were mixed in a pressure release vial, degassed and backfilled with Nitrogen (3×), tetrahydrofuran (8 mL) was added, followed by the addition of lithium bis(trimethylsilyl)amide (1M) (2.128 mL, 2.128 mmol), the resultant mixture was degassed and backfilled with nitrogen (3×), and heated up to 60° C. for overnight. Hydrochloric acid 1M (2 mL) was added, and the mixture... Reactants: Cl.CN1CCC(CC1)CCC(=O)O (3-(1-methylpiperid-4-yl)propionic acid hydrochloride), C(C(=O)Cl)(=O)Cl (oxalyl chloride). Reagents/catalysts: CN(C=O)C (dimethylformamide). The solvent is ClCCl (dichloromethane). The product is CN1CCC(CC1)CCC(=O)Cl (3-(1-Methylpiperid-4-yl)propionyl chloride). As a reaction SMILES: Cl.[CH3:2][N:3]1[CH2:8][CH2:7][CH:6]([CH2:9][CH2:10][C:11]([OH:13])=O)[CH2:5][CH2:4]1.C(Cl)(=O)C([Cl:17])=O>ClCCl.CN(C)C=O>[CH3:2][N:3]1[CH2:8][CH2:7][CH:6]([CH2:9][CH2:10][C:11]([Cl:17])=[O:13])[CH2:5][CH2:4]1 |f:0.1|. Procedure: A suspension of 3-(1-methylpiperid-4-yl)propionic acid hydrochloride (WO 9620173 A1, Example 1)(0.33 g, 0.00159 mole) in dry dichloromethane (10 ml) was treated with dimethylformamide (1 drop) and oxalyl chloride (0.416 ml, 0.605 g, 0.00477 mole) under an atmosphere of argon. After stirring for 3½ hours the mixture was concentrated in vacuo. The residue was dissolved in dry dichloromethane and concentrated in vacuo to give the title compound as a white solid. RXN SMILES: [C:1]([C@@H:4]([C@H:6]([C:8]([O-:10])=[O:9])[OH:7])[OH:5])([O-:3])=[O:2].[Na+].[Na+].C([C@@H]([C@H](C([O-])=O)O)O)([O-])=O.[K+].[K+]>>[C:8]([OH:10])(=[O:9])[C@@H:6]([C@H:4]([C:1]([OH:3])=[O:2])[OH:5])[OH:7] |f:0.1.2,3.4.5|. Product: C([C@H](O)[C@@H](O)C(=O)O)(=O)O (L(+)-tartaric acid). Reported procedure: The experiment of Example 5 was carried out by following the same procedure except for using an aqueous solution of potassium hydroxide in the place of the aqueous solution of sodium hydroxide. The substrate in the reaction mixture was wholly used up to produce potassium L(+)-tartrate. The amount of the product thus obtained was 1.61 g and the yield was 94 percent. Similarly to the sodium L(+)-tartrate of Example 1, this potassium L(+)-tartrate was treated to afford L(+)-tartaric acid. This acid... Starting materials: C(=O)([O-])[C@H](O)[C@@H](O)C(=O)[O-].[Na+].[Na+] (sodium L(+)-tartrate), C(=O)([O-])[C@H](O)[C@@H](O)C(=O)[O-].[K+].[K+] (potassium L(+)-tartrate). Starting materials: OC1=C2C(=CC(OC2=CC(=C1)O)=O)CCC (5,7-dihydroxy-4-propylcoumarin), C(CC)(=O)Cl (propionyl chloride). Product: C(CC)C1=CC(OC2=C(C(=CC(=C12)O)O)C(CC)=O)=O (4-propyl-5,7-dihydroxy-8-propionylcoumarin). As a reaction SMILES: [OH:1][C:2]1[CH:11]=[C:10]([OH:12])[CH:9]=[C:8]2[C:3]=1[C:4]([CH2:14][CH2:15][CH3:16])=[CH:5][C:6](=[O:13])[O:7]2.[C:17](Cl)(=[O:20])[CH2:18][CH3:19]>>[CH2:14]([C:4]1[C:3]2[C:8](=[C:9]([C:17](=[O:20])[CH2:18][CH3:19])[C:10]([OH:12])=[CH:11][C:2]=2[OH:1])[O:7][C:6](=[O:13])[CH:5]=1)[CH2:15][CH3:16]. Reported procedure: acylating 5,7-dihydroxy-4-propylcoumarin with propionyl chloride in the presence of a Lewis acid to form 4-propyl-5,7-dihydroxy-8-propionylcoumarin; Reactants: Cl (hydrochloric acid), C(C)(C)(C)SC[C@](N)(C(=O)O)C (S-tert-butyl-α-methyl-L-cysteine), resultant mixture. Product: Cl.C[C@](N)(CS)C(=O)O (α-methyl-L-cysteine hydrochloride). Reaction SMILES: [ClH:1].C([S:6][CH2:7][C@@:8]([CH3:13])([C:10]([OH:12])=[O:11])[NH2:9])(C)(C)C>>[ClH:1].[CH3:13][C@@:8]([C:10]([OH:12])=[O:11])([CH2:7][SH:6])[NH2:9] |f:2.3|. Procedure: Conc. hydrochloric acid (345.3 g) was added to S-tert-butyl-α-methyl-L-cysteine (38.4 g, 201 mmol) produced by the method in EXAMPLE 11, and the resultant mixture was refluxed for 24 hours to obtain an aqueous solution of α-methyl-L-cysteine hydrochloride. Reactants: [OH-].[K+] (potassium hydroxide), Cl\C=C/Cl (cis-1,2-dichloroethylene), Cl\C=C/Cl (Cis-1,2-dichloroethylene), C(C1=CC=CC=C1)NC(=O)CC(=O)OCC (Ethyl (N-benzylcarbamoyl)acetate), C(=S)=S (carbon disulfide). Run in O (water), O (water), CS(=O)C (dimethylsulfoxide). Run at time 30 minute. Yields the product S1C(SC=C1)=C(C(=O)OCC)C(NCC1=CC=CC=C1)=O (ethyl 2-(1,3-dithiol-2-ylidene)-2-(N-benzylcarbamoyl)acetate). Isolated yield 59.6%. RXN SMILES: [CH2:1]([NH:8][C:9]([CH2:11][C:12]([O:14][CH2:15][CH3:16])=[O:13])=[O:10])[C:2]1[CH:7]=[CH:6][CH:5]=[CH:4][CH:3]=1.[C:17](=[S:19])=[S:18].[OH-].[K+].Cl/[CH:23]=[CH:24]\Cl>CS(C)=O.O>[S:18]1[CH:24]=[CH:23][S:19][C:17]1=[C:11]([C:9](=[O:10])[NH:8][CH2:1][C:2]1[CH:7]=[CH:6][CH:5]=[CH:4][CH:3]=1)[C:12]([O:14][CH2:15][CH3:16])=[O:13] |f:2.3|. Reported procedure: Ethyl (N-benzylcarbamoyl)acetate (39.00 g) and carbon disulfide (14.03 g) are dissolved in dimethylsulfoxide (390 ml). A solution of potassium hydroxide (21.52 g) in water (39 ml) is added dropwise to the mixture at 20° to 40° C. The mixture is stirred at the same temperature for 30 minutes, and then cis-1,2-dichloroethylene (17.84 g) is added dropwise thereto. The mixture is stirred at 50° C. for 5 hours. Cis-1,2-dichloroethylene (3.24 g) is further added to the mixture 3 hours after the commen...